This data is from the Open Reaction Database (ORD), a public repository of structured organic reaction records. The task is: describe an organic reaction: reactants, conditions, products, and yield Starting materials: N#Cc1ccccc1Br, COCCOC, CC1(C)COB(c2cc(F)cc([N+](=O)[O-])c2)OC1, [Na+], [Na+], O=C([O-])[O-], c1ccc(P(c2ccccc2)(c2ccccc2)[Pd](P(c2ccccc2)(c2ccccc2)c2ccccc2)(P(c2ccccc2)(c2ccccc2)c2ccccc2)P(c2ccccc2)(c2ccccc2)c2ccccc2)cc1. The product is N#Cc1ccccc1-c1cc(F)cc([N+](=O)[O-])c1. As a reaction SMILES: [Br:19][c:20]1[c:21]([C:22]#[N:23])[cH:24][cH:25][cH:26][cH:27]1.[CH3:28][O:29][CH2:30][CH2:31][O:32][CH3:33].[F:1][c:2]1[cH:3][c:4]([B:11]2[O:12][CH2:13][C:14]([CH3:15])([CH3:16])[CH2:17][O:18]2)[cH:5][c:6]([N+:8](=[O:9])[O-:10])[cH:7]1.[Na+:34].[Na+:35].[O-:36][C:37](=[O:38])[O-:39].[cH:40]1[cH:41][cH:42][c:43]([P:44]([Pd:45]([P:46]([c:47]2[cH:48][cH:49][cH:50][cH:51][cH:52]2)([c:53]2[cH:54][cH:55][cH:56][cH:57][cH:58]2)[c:59]2[cH:60][cH:61][cH:62][cH:63][cH:64]2)([P:65]([c:66]2[cH:67][cH:68][cH:69][cH:70][cH:71]2)([c:72]2[cH:73][cH:74][cH:75][cH:76][cH:77]2)[c:78]2[cH:79][cH:80][cH:81][cH:82][cH:83]2)[P:84]([c:85]2[cH:86][cH:87][cH:88][cH:89][cH:90]2)([c:91]2[cH:92][cH:93][cH:94][cH:95][cH:96]2)[c:97]2[cH:98][cH:99][cH:100][cH:101][cH:102]2)([c:103]2[cH:104][cH:105][cH:106][cH:107][cH:108]2)[c:109]2[cH:110][cH:111][cH:112][cH:113][cH:114]2)[cH:115][cH:116]1>>[F:1][c:2]1[cH:3][c:4](-[c:20]2[c:21]([C:22]#[N:23])[cH:24][cH:25][cH:26][cH:27]2)[cH:5][c:6]([N+:8](=[O:9])[O-:10])[cH:7]1.